This data is from the Open Reaction Database (ORD), a public repository of structured organic reaction records. The task is: describe an organic reaction: reactants, conditions, products, and yield Starting materials: FC=1C=C2\C(\C(NC2=CC1F)=O)=C\1/OC(C(=C1)C=1C=NC(=CC1)F)(C)C ((3E)-5,6-difluoro-3-[4-(6-fluoropyridin-3-yl)-5,5-dimethylfuran-2(5H)-ylidene]-1,3-dihydro-2H-indol-2-one), CNCC(CO)O (3-methylamino-1,2-propanediol), O (water). The solvent is CN(C)C=O (DMF). Reaction conditions: temperature 100 celsius. Yields the product OC(CN(C1=CC=C(C=N1)C1=C/C(/OC1(C)C)=C/1\C(NC2=CC(=C(C=C12)F)F)=O)C)CO ((3E)-3-[4-{6-[(2,3-dihydroxypropyl)(methyl)amino]pyridin-3-yl}-5,5-dimethylfuran-2(5H)-ylidene]-5,6-difluoro-1,3-dihydro-2H-indol-2-one). Reaction SMILES: [F:1][C:2]1[CH:3]=[C:4]2[C:8](=[CH:9][C:10]=1[F:11])[NH:7][C:6](=[O:12])/[C:5]/2=[C:13]1/[O:14][C:15]([CH3:26])([CH3:25])[C:16]([C:18]2[CH:19]=[N:20][C:21](F)=[CH:22][CH:23]=2)=[CH:17]/1.[CH3:27][NH:28][CH2:29][CH:30]([OH:33])[CH2:31][OH:32].O>CN(C=O)C>[OH:33][CH:30]([CH2:31][OH:32])[CH2:29][N:28]([CH3:27])[C:21]1[N:20]=[CH:19][C:18]([C:16]2[C:15]([CH3:26])([CH3:25])[O:14]/[C:13](=[C:5]3/[C:6](=[O:12])[NH:7][C:8]4[C:4]/3=[CH:3][C:2]([F:1])=[C:10]([F:11])[CH:9]=4)/[CH:17]=2)=[CH:23][CH:22]=1. Procedure details: A mixture of (3E)-5,6-difluoro-3-[4-(6-fluoropyridin-3-yl)-5,5-dimethylfuran-2(5H)-ylidene]-1,3-dihydro-2H-indol-2-one (50 mg, 0.14 mmol) and 3-methylamino-1,2-propanediol (50 mg, 0.48 mmol) in 5 mL of DMF was heated in 100° C. bath under nitrogen for 16 hours. The mixture was cooled to room temp and poured into 100 mL of water. The precipitates were filtered, washed with water and dried in vacuo to give (3E)-3-[4-{6-[(2,3-dihydroxypropyl)(methyl)amino]pyridin-3-yl}-5,5-dimethylfuran-2(5H)-ylide... Starting materials: [Li]CCCC (n-BuLi), C(=O)C1=C(OC=2C=C(C=CC2)[C@@]2(C(NC(O2)=O)=O)C)C=CC(=C1)C1=CC(OC2=CC(=CC=C12)OC)=O ((5R)-5-{3-[2-formyl-4-(7-methoxy-2-oxo-2H-chromen-4-yl)phenoxy]phenyl}-5-methyl-1,3-oxazolidine-2,4-dione). Reagents/catalysts: [Br-].C(C)[P+](C1=CC=CC=C1)(C1=CC=CC=C1)C1=CC=CC=C1 (ethyltriphenylphophonium bromide). Solvent: C1CCOC1 (THF), C1CCOC1 (THF). Run at temperature -75 celsius, time 18 hour. The product is COC1=CC=C2C(=CC(OC2=C1)=O)C1=CC(=C(OC=2C=C(C=CC2)[C@@]2(C(NC(O2)=O)=O)C)C=C1)CCC ((5R)-5-{3-[4(7-methoxy-2-oxo-2H-chromen-4-yl)-2-propylphenoxy]phenyl}-5-methyl-1,3-oxazolidine-2,4-dione). As a reaction SMILES: [Li][CH2:2][CH2:3]CC.[CH:6]([C:8]1[CH:28]=[C:27]([C:29]2[C:38]3[C:33](=[CH:34][C:35]([O:39][CH3:40])=[CH:36][CH:37]=3)[O:32][C:31](=[O:41])[CH:30]=2)[CH:26]=[CH:25][C:9]=1[O:10][C:11]1[CH:12]=[C:13]([C@@:17]2([CH3:24])[O:21][C:20](=[O:22])[NH:19][C:18]2=[O:23])[CH:14]=[CH:15][CH:16]=1)=O>[Br-].C([P+](C1C=CC=CC=1)(C1C=CC=CC=1)C1C=CC=CC=1)C.C1COCC1>[CH3:40][O:39][C:35]1[CH:34]=[C:33]2[C:38]([C:29]([C:27]3[CH:26]=[CH:25][C:9]([O:10][C:11]4[CH:12]=[C:13]([C@@:17]5([CH3:24])[O:21][C:20](=[O:22])[NH:19][C:18]5=[O:23])[CH:14]=[CH:15][CH:16]=4)=[C:8]([CH2:6][CH2:2][CH3:3])[CH:28]=3)=[CH:30][C:31](=[O:41])[O:32]2)=[CH:37][CH:36]=1 |f:2.3|. Procedure: To a suspension of ethyltriphenylphophonium bromide (0.56 g, 1.5 mmol) in THF (8 mL) cooled at −75° C. was added n-BuLi (1.6 M in hexane, 1.0 mL). To the resulting orange solution was added the product from step 2 (0.24 g, 0.50 mol) in THF (1.0 mL). The reaction mixture was gradually warmed to 25° C. and quenched with acetic acid (0.1 mL). The solvent was removed and the residue was taken up in diethyl ether and filtered through a short column of silica gel. The filtrated was concentrated and th... Reactants: CC(C)OC(=O)/N=N/C(=O)OC(C)C (DIAD), OC=1C=CC2=C(C(C=3NC4=CC(=CC=C4C3C2=O)S(=O)(=O)CCC2=CC=CC=C2)(C)C)C1 (8-Hydroxy-6,6-dimethyl-3-(2-phenyl-ethanesulfonyl)-5,6-dihydro-benzo[b]carbazol-11-one), C(C)(C)(C)[SiH2]OC([C@H]1[C@H](OC(O1)(C)C)CO)(C)C ([(4R,5R)-5-(tert-butyl-dimethyl-silanyloxymethyl)-2,2-dimethyl-[1,3]dioxolan-4-yl]methanol), C1=CC=C(C=C1)P(C2=CC=CC=C2)C3=CC=CC=C3 (PPh3), C12(C(=O)CC(CC1)C2(C)C)CS(=O)(=O)O (camphor sulfonic acid). The solvent is C(C)(=O)OCC (Ethyl acetate), C1CCOC1 (THF), O (water). Run at temperature 50 celsius, time 8 hour. The product is C(C)(C)OC=1C=CC2=C(C(C=3NC4=CC(=CC=C4C3C2=O)S(=O)(=O)CCC2=CC=CC=C2)(C)C)C1 (8-Isopropoxy-6,6-dimethyl-3-(2-phenyl-ethanesulfonyl)-5,6-dihydro-benzo[b]carbazol-11-one). As a reaction SMILES: [OH:1][C:2]1[CH:3]=[CH:4][C:5]2[C:17](=[O:18])[C:16]3[C:15]4[C:10](=[CH:11][C:12]([S:19]([CH2:22][CH2:23][C:24]5[CH:29]=[CH:28][CH:27]=[CH:26][CH:25]=5)(=[O:21])=[O:20])=[CH:13][CH:14]=4)[NH:9][C:8]=3[C:7]([CH3:31])([CH3:30])[C:6]=2[CH:32]=1.[C:33]([SiH2]OC(C)(C)[C@@H]1OC(C)(C)O[C@@H]1CO)(C)([CH3:35])[CH3:34].C1C=CC(P(C2C=CC=CC=2)C2C=CC=CC=2)=CC=1.CC(OC(/N=N/C(OC(C)C)=O)=O)C.C12(CS(O)(=O)=O)C(C)(C)C(CC1)CC2=O>C1COCC1.O.C(OCC)(=O)C>[CH:33]([O:1][C:2]1[CH:3]=[CH:4][C:5]2[C:17](=[O:18])[C:16]3[C:15]4[C:10](=[CH:11][C:12]([S:19]([CH2:22][CH2:23][C:24]5[CH:25]=[CH:26][CH:27]=[CH:28][CH:29]=5)(=[O:21])=[O:20])=[CH:13][CH:14]=4)[NH:9][C:8]=3[C:7]([CH3:30])([CH3:31])[C:6]=2[CH:32]=1)([CH3:35])[CH3:34]. Procedure: 8-Hydroxy-6,6-dimethyl-3-(2-phenyl-ethanesulfonyl)-5,6-dihydro-benzo[b]carbazol-11-one (30 mg, 0.0673 mmol), [(4R,5R)-5-(tert-butyl-dimethyl-silanyloxymethyl)-2,2-dimethyl-[1,3]dioxolan-4-yl]methanol (22.3 mg, 0.0808 mmol), and PPh3 (23 mg, 0.0875 mmol) were dissolved in THF (0.5 ml), added with DIAD (0.0169 ml, 0.0808 mmol), and the mixture was stirred at 50° C. overnight. After cooling, the reaction solution was filtered and concentrated under reduced pressure. The resulting residues were puri... Product: C1(CC1)NC=C(C(=O)OCC1=CC=C(C=C1)OCCCCCCCCCCC1C2=C3C(=C4C(=C2C2=C5C(=C6C(=C12)C=CC=C6)C=CC=C5)C=CC=C4)C=CC=C3)C(C3=C(C=C(C(=C3)F)F)F)=O ([4-[[10-(17H-tetrabenzo[a,c,g,i]fluoren-17-yl)-decyl]oxy]phenyl]methyl α-[(cyclopropylamino)-methylene]-2,4,5-trifluoro-β-oxobenzenepropanoate). Reaction conditions: time 24 hour. As a reaction SMILES: [F:1][C:2]1[CH:7]=[C:6]([F:8])[C:5]([F:9])=[CH:4][C:3]=1[C:10](=[O:62])[CH2:11][C:12]([O:14][CH2:15][C:16]1[CH:21]=[CH:20][C:19]([O:22][CH2:23][CH2:24][CH2:25][CH2:26][CH2:27][CH2:28][CH2:29][CH2:30][CH2:31][CH2:32][CH:33]2[C:45]3[C:40](=[C:41]4[CH:53]=[CH:52][CH:51]=[CH:50][C:42]4=[C:43]4[CH:49]=[CH:48][CH:47]=[CH:46][C:44]4=3)[C:39]3[C:34]2=[C:35]2[CH:61]=[CH:60][CH:59]=[CH:58][C:36]2=[C:37]2[CH:57]=[CH:56][CH:55]=[CH:54][C:38]2=3)=[CH:18][CH:17]=1)=[O:13].[CH:63]1([NH2:66])[CH2:65][CH2:64]1.[CH2:67]1COCC1>>[CH:63]1([NH:66][CH:67]=[C:11]([C:10](=[O:62])[C:3]2[CH:4]=[C:5]([F:9])[C:6]([F:8])=[CH:7][C:2]=2[F:1])[C:12]([O:14][CH2:15][C:16]2[CH:21]=[CH:20][C:19]([O:22][CH2:23][CH2:24][CH2:25][CH2:26][CH2:27][CH2:28][CH2:29][CH2:30][CH2:31][CH2:32][CH:33]3[C:45]4[C:40](=[C:41]5[CH:53]=[CH:52][CH:51]=[CH:50][C:42]5=[C:43]5[CH:49]=[CH:48][CH:47]=[CH:46][C:44]5=4)[C:39]4[C:34]3=[C:35]3[CH:61]=[CH:60][CH:59]=[CH:58][C:36]3=[C:37]3[CH:57]=[CH:56][CH:55]=[CH:54][C:38]3=4)=[CH:18][CH:17]=2)=[O:13])[CH2:65][CH2:64]1. Procedure details: To an oven-dried flask was added 4-[[10-(17H-tetrabenzo[a,c,g,i]fluoren-17-yl)-decyl]oxy]phenyl]-methyl 2,4,5-trifluoro-β-oxobenzenepropanoate (6) (122.5 mg, 0.148 mmol) and dissolved in freshly distilled THF (10 mL). The flask was purged with nitrogen and N,N-dimethylformamide diethyl acetal was added as a solution in THF (1 mL) via syringe. Glassware was washed with THF (2 mL). The solution was stirred at room temperature under an atmosphere of nitrogen for 24 hours. Cyclopropylamine (120.2 mg... The yield is 34.0%. Reactants: FC1=C(C=C(C(=C1)F)F)C(CC(=O)OCC1=CC=C(C=C1)OCCCCCCCCCCC1C2=C3C(=C4C(=C2C2=C5C(=C6C(=C12)C=CC=C6)C=CC=C5)C=CC=C4)C=CC=C3)=O ([4-[[10-(17H-Tetrabenzo-[a,c,g,i]fluoren-17-yl)decyl]oxy]phenyl]methyl 2,4,5-trifluoro-β-oxobenzenepropanoate), C1(CC1)N (Cyclopropylamine), C1CCOC1 (THF), C1CCOC1 (THF), resultant solution. Reactants: FC=1C=CC2=C(N(C(=N2)[C@H](C)N)[C@@H]2C[C@@H](C2)OC)C1 ((S)-1-[6-fluoro-1-(cis-3-methoxycyclobutyl)-1H-benzoimidazol-2-yl]ethylamine), ClC1=C2N=CN(C2=NC=N1)C1OCCCC1 (6-chloro-9-(tetrahydropyran-2-yl)-9H-purine), CCN(C(C)C)C(C)C (DIPEA). Run in CC(C)O (IPA). Reaction conditions: temperature 90 celsius. Product: FC=1C=CC2=C(N(C(=N2)[C@H](C)NC2=C3N=CNC3=NC=N2)C2CC(C2)OC)C1 (N-[(1S)-1-[6-fluoro-1-(3-methoxycyclobutyl)benzimidazol-2-yl]ethyl]-9H-purin-6-amine). Isolated yield 51.6%. RXN SMILES: [F:1][C:2]1[CH:3]=[CH:4][C:5]2[N:9]=[C:8]([C@@H:10]([NH2:12])[CH3:11])[N:7]([C@H:13]3[CH2:16][C@@H:15]([O:17][CH3:18])[CH2:14]3)[C:6]=2[CH:19]=1.Cl[C:21]1[N:29]=[CH:28][N:27]=[C:26]2[C:22]=1[N:23]=[CH:24][N:25]2C1CCCCO1.CCN(C(C)C)C(C)C>CC(O)C>[F:1][C:2]1[CH:3]=[CH:4][C:5]2[N:9]=[C:8]([C@@H:10]([NH:12][C:21]3[N:29]=[CH:28][N:27]=[C:26]4[C:22]=3[N:23]=[CH:24][NH:25]4)[CH3:11])[N:7]([CH:13]3[CH2:16][CH:15]([O:17][CH3:18])[CH2:14]3)[C:6]=2[CH:19]=1. Procedure details: To a solution of (S)-1-[6-fluoro-1-(cis-3-methoxycyclobutyl)-1H-benzoimidazol-2-yl]ethylamine (160 mg, 0.61 mmol) in IPA (1.5 mL) was added 6-chloro-9-(tetrahydropyran-2-yl)-9H-purine (150 mg, 0.61 mmol) and DIPEA (0.53 mL, 3.1 mmol) and the reaction mixture heated at 90° C. for 16 h. After cooling to RT, the volatiles were removed under reduced pressure and the resulting residue loaded onto an Isolute® SCX-2 cartridge. The cartridge was washed with MeOH followed by 2M NH3/MeOH. The basic fracti... The reactants are CN (methylamine), 300, ClCC(CC(=O)OCC)=O (ethyl 4-chloroacetoacetate), C(C)(=O)O (acetic acid), C1(=CC=CC=C1)C (toluene). The solvent is C(C)O (ethanol), C(C)O (ethanol). Run at time 8 hour. The product is ClCC(=CCC(=O)OCC)NC (ethyl 4-chloro-3-(methylamino)but-2-enecarboxylate). The yield is 92.0%. RXN SMILES: [Cl:1][CH2:2][C:3](=O)[CH2:4]C(OCC)=O.[C:11]([OH:14])(=[O:13])[CH3:12].[CH3:15][NH2:16].[C:17]1([CH3:23])C=CC=CC=1>C(O)C>[Cl:1][CH2:2][C:3]([NH:16][CH3:15])=[CH:4][CH2:12][C:11]([O:14][CH2:17][CH3:23])=[O:13]. Procedure: To a solution of 300 of ethyl 4-chloroacetoacetate in 519 ml of toluene and 200 ml of ethanol are added 20.8 ml of acetic acid. At 10° C.-30° C., with cooling, 188.7 g of a 33% methylamine solution in ethanol are added dropwise. Subsequently, the mixture is stirred at room temperature for 8 h and the solvent is removed under reduced pressure at temperatures of down to 35° C. 328 g of ethyl 4-chloro-3-(methylamino)but-2-enecarboxylate are obtained in a purity of 91% (this corresponds to 92% yield... The reactants are Ru2Cl4 ((+)-BINAP)2, C(CCCC)=C1C(CCC1)=O (2-pentylidenecyclopentanone). Solvent: C(Cl)Cl (methylene chloride). Run at temperature 50 celsius, time 20 hour. The product is C(CCCC)C1C(CCC1)=O (2-pentylcyclopentanone). Yield: 101.3%. As a reaction SMILES: [CH:1](=[C:6]1[CH2:10][CH2:9][CH2:8][C:7]1=[O:11])[CH2:2][CH2:3][CH2:4][CH3:5]>C(Cl)Cl>[CH2:1]([CH:6]1[CH2:10][CH2:9][CH2:8][C:7]1=[O:11])[CH2:2][CH2:3][CH2:4][CH3:5]. Procedure details: In a 100 ml-volume three-way-cocked eggplant type flask whose atmosphere had been displaced with nitrogen was charged 270 mg (0.16 mmole) of Ru2Cl4 ((+)-BINAP)2 (NEt3), and 5 g (32 mmole) of 2-pentylidenecyclopentanone and 50 ml of methylene chloride were added thereto to form a solution. The solution was put in a 100 ml autoclave having been displaced with nitrogen and stirred at 50° C. under a hydrogen pressure of 60 kg/cm2 for 20 hours to conduct a hydrogenation reaction. The solvent was remo...